This data is from the Open Reaction Database (ORD), a public repository of structured organic reaction records. The task is: describe an organic reaction: reactants, conditions, products, and yield The reactants are C(CCCCCCCCCCCCC)C1=CC=C(C=C1)NC1=CC=CC=C1 (4-tetradecylphenyl aniline), BrCC(=O)OC (methyl bromoacetate), C([O-])([O-])=O.[K+].[K+] (potassium carbonate), [I-].[Na+] (sodium iodide), CN(C)C=O (DMF). Yields the product COC(CN(C1=CC=C(C=C1)CCCCCCCCCCCCCC)CC(=O)OC)=O (N-(2-methoxy-2-oxoethyl)-N-(4-tetradecylphenyl)glycine methyl ester). Reaction SMILES: [CH2:1]([C:15]1[CH:20]=[CH:19][C:18]([NH:21][C:22]2[CH:27]=CC=CC=2)=[CH:17][CH:16]=1)[CH2:2][CH2:3][CH2:4][CH2:5][CH2:6][CH2:7][CH2:8][CH2:9][CH2:10][CH2:11][CH2:12][CH2:13][CH3:14].Br[CH2:29][C:30]([O:32][CH3:33])=[O:31].[C:34](=O)([O-])[O-:35].[K+].[K+].[I-].[Na+].CN(C=[O:46])C>>[CH3:33][O:32][C:30](=[O:31])[CH2:29][N:21]([CH2:22][C:27]([O:35][CH3:34])=[O:46])[C:18]1[CH:17]=[CH:16][C:15]([CH2:1][CH2:2][CH2:3][CH2:4][CH2:5][CH2:6][CH2:7][CH2:8][CH2:9][CH2:10][CH2:11][CH2:12][CH2:13][CH3:14])=[CH:20][CH:19]=1 |f:2.3.4,5.6|. Procedure: A mixture of 1.0 g (3.45 mmol) of 4-tetradecylphenyl aniline (Aldrich Chemical Company), 5.0 ml (0.052 mol) of methyl bromoacetate, 0.95 g (6.9 mmol) of potassium carbonate and 0.5 g (3.45 mmol) of sodium iodide in 15 ml of DMF was stirred and heated at 100° for 45 hours. The solvent was removed at reduced pressure and water was added to the residue. The product was extracted with ethyl acetate and the extract was washed with sodium bisulfite solution, dried and concentrated. The residue was pur... Starting materials: O=C([O-])O, NC1CCN(Cc2ccc(F)c(Cl)c2)CC1, ClCCl, [Na+], O=C(O)CCc1nc(-c2ccccn2)no1. Product: O=C(CCc1nc(-c2ccccn2)no1)NC1CCN(Cc2ccc(F)c(Cl)c2)CC1. As a reaction SMILES: [C:33](=[O:34])([O-:35])[OH:36].[Cl:17][c:18]1[cH:19][c:20]([CH2:21][N:22]2[CH2:23][CH2:24][CH:25]([NH2:28])[CH2:26][CH2:27]2)[cH:29][cH:30][c:31]1[F:32].[Cl:38][CH2:39][Cl:40].[Na+:37].[n:1]1[c:2](-[c:7]2[n:8][o:9][c:10]([CH2:12][CH2:13][C:14](=[O:15])[OH:16])[n:11]2)[cH:3][cH:4][cH:5][cH:6]1>>[n:1]1[c:2](-[c:7]2[n:8][o:9][c:10]([CH2:12][CH2:13][C:14](=[O:16])[NH:28][CH:25]3[CH2:24][CH2:23][N:22]([CH2:21][c:20]4[cH:19][c:18]([Cl:17])[c:31]([F:32])[cH:30][cH:29]4)[CH2:27][CH2:26]3)[n:11]2)[cH:3][cH:4][cH:5][cH:6]1.